This data is from the Open Reaction Database (ORD), a public repository of structured organic reaction records. The task is: describe an organic reaction: reactants, conditions, products, and yield Reactants: CCI, CC(C)=O, [K+], [K+], O=C([O-])[O-], O=Cc1cccc(O)c1. The product is CCOc1cccc(C=O)c1. Reaction SMILES: [CH2:10]([CH3:11])[I:12].[CH3:19][C:20](=[O:21])[CH3:22].[K+:13].[K+:14].[O-:15][C:16]([O-:17])=[O:18].[OH:1][c:2]1[cH:3][c:4]([CH:5]=[O:6])[cH:7][cH:8][cH:9]1>>[O:1]([c:2]1[cH:3][c:4]([CH:5]=[O:6])[cH:7][cH:8][cH:9]1)[CH2:10][CH3:11].